This data is from the Open Reaction Database (ORD), a public repository of structured organic reaction records. The task is: describe an organic reaction: reactants, conditions, products, and yield Reactants: N12CC(C(CC1)CC2)NCCNC2=CC(=CC=C2)Cl (N-(1-azabicyclo[2.2.2]oct-3 yl)-N'-(3-chlorphenyl)-1,2-diaminoethane), C1=CN(C=N1)C(=O)N2C=CN=C2 (N,N-carbonyldiimidazole). The solvent is O1CCCC1 (tetrahydrofuran). Product: Cl.N12CC(C(CC1)CC2)N2C(N(CC2)C2=CC(=CC=C2)Cl)=O (1-(1-azabicyclo[2.2.2]oct-3-yl)-3-(3-chlorophenyl)-imidazolidin-2-one hydrochloride). RXN SMILES: [N:1]12[CH2:8][CH2:7][CH:4]([CH2:5][CH2:6]1)[CH:3]([NH:9][CH2:10][CH2:11][NH:12][C:13]1[CH:18]=[CH:17][CH:16]=[C:15]([Cl:19])[CH:14]=1)[CH2:2]2.C1N=CN([C:25](N2C=NC=C2)=[O:26])C=1>O1CCCC1>[ClH:19].[N:1]12[CH2:6][CH2:5][CH:4]([CH2:7][CH2:8]1)[CH:3]([N:9]1[CH2:10][CH2:11][N:12]([C:13]3[CH:18]=[CH:17][CH:16]=[C:15]([Cl:19])[CH:14]=3)[C:25]1=[O:26])[CH2:2]2 |f:3.4|. Procedure: To a stirred solution of N-(1-azabicyclo[2.2.2]oct-3 yl)-N'-(3-chlorphenyl)-1,2-diaminoethane (2.7 g; 0.0097 moles) in anhydrous tetrahydrofuran (10 ml), N,N-carbonyldiimidazole (2.04 g; 0.0125 moles) is added. Reactants: Cc1cccc(N2CCNCC2)c1C, CCN(C(C)C)C(C)C, O=CCCc1cc(-c2ccccc2)n(-c2ccccc2)n1. Yields the product Cc1cccc(N2CCN(CCCc3cc(-c4ccccc4)n(-c4ccccc4)n3)CC2)c1C. As a reaction SMILES: [CH3:22][c:23]1[c:24]([N:30]2[CH2:31][CH2:32][NH:33][CH2:34][CH2:35]2)[cH:25][cH:26][cH:27][c:28]1[CH3:29].[CH:36]([N:37]([CH2:38][CH3:39])[CH:40]([CH3:41])[CH3:42])([CH3:43])[CH3:44].[c:1]1(-[n:7]2[n:8][c:9]([CH2:18][CH2:19][CH:20]=[O:21])[cH:10][c:11]2-[c:12]2[cH:13][cH:14][cH:15][cH:16][cH:17]2)[cH:2][cH:3][cH:4][cH:5][cH:6]1>>[c:1]1(-[n:7]2[n:8][c:9]([CH2:18][CH2:19][CH2:20][N:33]3[CH2:32][CH2:31][N:30]([c:24]4[c:23]([CH3:22])[c:28]([CH3:29])[cH:27][cH:26][cH:25]4)[CH2:35][CH2:34]3)[cH:10][c:11]2-[c:12]2[cH:13][cH:14][cH:15][cH:16][cH:17]2)[cH:2][cH:3][cH:4][cH:5][cH:6]1. Reactants: OCCBr, O=C([O-])[O-], CN(C)C=O, Oc1ccn(-c2ccc(Cl)c(Cl)c2)n1, [I-], [K+], [K+], [Na+]. Yields the product OCCOc1ccn(-c2ccc(Cl)c(Cl)c2)n1. Reaction SMILES: [Br:15][CH2:16][CH2:17][OH:18].[C:19](=[O:20])([O-:21])[O-:22].[CH3:27][N:28]([CH3:29])[CH:30]=[O:31].[Cl:1][c:2]1[cH:3][c:4](-[n:9]2[n:10][c:11]([OH:14])[cH:12][cH:13]2)[cH:5][cH:6][c:7]1[Cl:8].[I-:26].[K+:23].[K+:24].[Na+:25]>>[Cl:1][c:2]1[cH:3][c:4](-[n:9]2[n:10][c:11]([O:14][CH2:16][CH2:17][OH:18])[cH:12][cH:13]2)[cH:5][cH:6][c:7]1[Cl:8]. Reactants: C1=CC2=C3C(=CC=C4C5=CC=CC6=CC=CC(C1=C34)=C56)C(=O)OC2=O (perylene-3,4-dicarboxylic anhydride), C(CCCCCCCC)N (n-nonylamine). The solvent is CN1C(CCC1)=O (N-methylpyrrolidone). Conditions: temperature 175 celsius. The product is C(CCCCCCCC)N1C(=O)C=2C=CC=3C=4C=CC=C5C=CC=C(C6=CC=C(C2C63)C1=O)C54 (N-nonylperylene-3,4-dicarboximide). Reaction SMILES: [CH:1]1[C:18]2=[C:19]3[C:8]([C:9]4[C:20]5[C:13](=[CH:14][CH:15]=[CH:16][C:17]2=5)[CH:12]=[CH:11][CH:10]=4)=[CH:7][CH:6]=[C:5]2[C:21]([O:23][C:24](=[O:25])[C:3](=[C:4]23)[CH:2]=1)=O.[CH2:26]([NH2:35])[CH2:27][CH2:28][CH2:29][CH2:30][CH2:31][CH2:32][CH2:33][CH3:34]>CN1CCCC1=O>[CH2:26]([N:35]1[C:21](=[O:23])[C:5]2[C:4]3[C:19]4[C:8](=[CH:7][CH:6]=2)[C:9]2[C:20]5[C:13]([CH:12]=[CH:11][CH:10]=2)=[CH:14][CH:15]=[CH:16][C:17]=5[C:18]=4[CH:1]=[CH:2][C:3]=3[C:24]1=[O:25])[CH2:27][CH2:28][CH2:29][CH2:30][CH2:31][CH2:32][CH2:33][CH3:34]. Reported procedure: A mixture of 5 g (15.5 mmol) of perylene-3,4-dicarboxylic anhydride (prepared in accordance with Liebigs Ann. 1995, 1229–1244), 2.44 g (17 mmol) of n-nonylamine and 75 ml of N-methylpyrrolidone (NMP) was heated at 175° C. under nitrogen for 1.5 h. After cooling to room temperature, the resulting precipitate was filtered off, washed with methanol and dried under reduced pressure at 80° C. This gave 5.5 g (79%) of the desired product in the form of dark red crystals having a melting point of 201° ... Yields the product COc1ccc(NCCCCN)c2c1C(=O)c1ccccc1C2=O. RXN SMILES: [CH3:7][O:8][c:9]1[cH:10][cH:11][c:12]([O:25][CH3:26])[c:13]2[c:22]1[C:21](=[O:23])[c:20]1[c:15]([cH:16][cH:17][cH:18][cH:19]1)[C:14]2=[O:24].[Cl:27][CH2:28][Cl:29].[NH2:1][CH2:2][CH2:3][CH2:4][CH2:5][NH2:6]>>[NH2:1][CH2:2][CH2:3][CH2:4][CH2:5][NH:6][c:12]1[cH:11][cH:10][c:9]([O:8][CH3:7])[c:22]2[c:13]1[C:14](=[O:24])[c:15]1[cH:16][cH:17][cH:18][cH:19][c:20]1[C:21]2=[O:23]. Reactants: COc1ccc(OC)c2c1C(=O)c1ccccc1C2=O, ClCCl, NCCCCN. Reactants: COC(CC#N)(OC)OC, CO, Nc1ccccc1, O, O, Cc1ccc(S(=O)(=O)O)cc1. The product is COC(CC#N)=Nc1ccccc1. As a reaction SMILES: [C:1](#[N:2])[CH2:3][C:4]([O:5][CH3:6])([O:7][CH3:8])[O:9][CH3:10].[CH3:30][OH:31].[NH2:11][c:12]1[cH:13][cH:14][cH:15][cH:16][cH:17]1.[OH2:18].[OH2:32].[c:19]1([CH3:20])[cH:21][cH:22][c:23]([S:24]([OH:25])(=[O:26])=[O:27])[cH:28][cH:29]1>>[C:1](#[N:2])[CH2:3][C:4]([O:5][CH3:6])=[N:11][c:12]1[cH:13][cH:14][cH:15][cH:16][cH:17]1.